From a dataset of the Open Reaction Database (ORD), a public repository of structured organic reaction records. describe an organic reaction: reactants, conditions, products, and yield Starting materials: acid chloride, ClC=1C=C2C=CC(=CC2=CC1)S(=O)(=O)N1CCNCC1 (1-(6-chloronaphthalen-2-ylsulfonyl)-piperazine), ClC1=CC=C(N=N1)C(=O)Cl (6-chloropyridazine-3-carbonyl chloride). Run in N1=CC=CC=C1 (pyridine), C(Cl)Cl (methylene chloride), N1=CC=CC=C1 (pyridine), C(Cl)(Cl)Cl (chloroform). Run at time 8 hour. Yields the product ClC=1C=C2C=CC(=CC2=CC1)S(=O)(=O)N1CCN(CC1)C(=O)C=1N=NC(=CC1)Cl (1-(6-Chloronaphthalene-2-sulfonyl)-4-(6-chloropyridazin-3-ylcarbonyl)piperazine). Isolated yield 76.4%. RXN SMILES: [Cl:1][C:2]1[CH:3]=[C:4]2[C:9](=[CH:10][CH:11]=1)[CH:8]=[C:7]([S:12]([N:15]1[CH2:20][CH2:19][NH:18][CH2:17][CH2:16]1)(=[O:14])=[O:13])[CH:6]=[CH:5]2.[Cl:21][C:22]1[N:27]=[N:26][C:25]([C:28](Cl)=[O:29])=[CH:24][CH:23]=1>C(Cl)Cl.N1C=CC=CC=1.C(Cl)(Cl)Cl>[Cl:1][C:2]1[CH:3]=[C:4]2[C:9](=[CH:10][CH:11]=1)[CH:8]=[C:7]([S:12]([N:15]1[CH2:16][CH2:17][N:18]([C:28]([C:25]3[N:26]=[N:27][C:22]([Cl:21])=[CH:23][CH:24]=3)=[O:29])[CH2:19][CH2:20]1)(=[O:13])=[O:14])[CH:6]=[CH:5]2. Procedure details: To a solution of 1-(6-chloronaphthalen-2-ylsulfonyl)-piperazine (0.450 g, 1.45 mmol) in methylene chloride (100 mL) and pyridine (0.154 mL) was added dropwise 6-chloropyridazine-3-carbonyl chloride (1.74 mmol). After the addition of the acid chloride, pyridine (0.154 mL) was added, and the reaction mixture was stirred overnight. The reaction mixture was diluted with chloroform (500 mL), washed with saturated sodium bicarbonate (200 mL), water (200 mL),and brine and dried over MgSO4. After filtra... Starting materials: C=CC(CCCC)C(C)=O, O=C(OO)c1cccc(Cl)c1, ClCCl, O. Product: CCCCC(C(C)=O)C1CO1. As a reaction SMILES: [CH2:1]([CH2:2][CH2:3][CH3:4])[CH:5]([C:6]([CH3:7])=[O:8])[CH:9]=[CH2:10].[Cl:11][c:12]1[cH:13][cH:14][cH:15][c:16]([C:17]([O:18][OH:20])=[O:19])[cH:21]1.[Cl:23][CH2:24][Cl:25].[OH2:22]>>[CH2:1]([CH2:2][CH2:3][CH3:4])[CH:5]([C:6]([CH3:7])=[O:8])[CH:9]1[CH2:10][O:19]1. The yield is 88.4%. Procedure details: 10.3 g of 3-nitratopropyl acetoacetate, 7.7 g of 2-cyanoethyl 3-aminocrotonate and 7.6 g of 3-nitrobenzaldehyde in 76 ml of isopropyl alcohol were heated at reflux for 6.5 hours, and cooled on ice. The crystals which precipitated were collected by filtration, dried, applied to a silica gel column chromatography (eluent: dichloromethane) and recrystallized from ethanol to give 16.4 g of 2,6-dimethyl-4-(3-nitrophenyl)1,4-dihydropyridine-3,5-dicarboxylic acid 3-(2-cyanoethyl) ester 5-(3-nitratoprop... Starting materials: C(CC(=O)C)(=O)[O-] (acetoacetate), N\C(=C/C(=O)OCCC#N)\C (2-cyanoethyl 3-aminocrotonate), [N+](=O)([O-])C=1C=C(C=O)C=CC1 (3-nitrobenzaldehyde). As a reaction SMILES: [C:1]([O-:7])(=[O:6])[CH2:2][C:3]([CH3:5])=O.[NH2:8]/[C:9](/[CH3:18])=[CH:10]\[C:11]([O:13][CH2:14][CH2:15][C:16]#[N:17])=[O:12].[N+:19]([C:22]1[CH:23]=[C:24]([CH:27]=[CH:28][CH:29]=1)[CH:25]=O)([O-:21])=[O:20]>C(O)(C)C>[C:16]([CH2:15][CH2:14][O:13][C:11]([C:10]1[CH:25]([C:24]2[CH:27]=[CH:28][CH:29]=[C:22]([N+:19]([O-:21])=[O:20])[CH:23]=2)[C:2]([C:1]([OH:7])=[O:6])=[C:3]([CH3:5])[NH:8][C:9]=1[CH3:18])=[O:12])#[N:17]. Yields the product C(#N)CCOC(=O)C1=C(NC(=C(C1C1=CC(=CC=C1)[N+](=O)[O-])C(=O)O)C)C (2,6-dimethyl-4-(3-nitrophenyl)1,4-dihydropyridine-3,5-dicarboxylic acid 3-(2-cyanoethyl) ester). Run in C(C)(C)O (isopropyl alcohol).